This data is from the Open Reaction Database (ORD), a public repository of structured organic reaction records. The task is: describe an organic reaction: reactants, conditions, products, and yield The reactants are CC(=O)N(C)CC(C)Oc1cccc2ncnc(Nc3ccc(O)c(Cl)c3)c12, Fc1cccc(CCl)c1. Product: CC(=O)N(C)CC(C)Oc1cccc2ncnc(Nc3ccc(OCc4cccc(F)c4)c(Cl)c3)c12. Reaction SMILES: [Cl:1][c:2]1[cH:3][c:4]([NH:9][c:10]2[n:11][cH:12][n:13][c:14]3[cH:15][cH:16][cH:17][c:18]([O:20][CH:21]([CH2:22][N:23]([C:24]([CH3:25])=[O:26])[CH3:27])[CH3:28])[c:19]23)[cH:5][cH:6][c:7]1[OH:8].[F:29][c:30]1[cH:31][c:32]([CH2:33][Cl:34])[cH:35][cH:36][cH:37]1>>[Cl:1][c:2]1[cH:3][c:4]([NH:9][c:10]2[n:11][cH:12][n:13][c:14]3[cH:15][cH:16][cH:17][c:18]([O:20][CH:21]([CH2:22][N:23]([C:24]([CH3:25])=[O:26])[CH3:27])[CH3:28])[c:19]23)[cH:5][cH:6][c:7]1[O:8][CH2:33][c:32]1[cH:31][c:30]([F:29])[cH:37][cH:36][cH:35]1.